Dataset: the Open Reaction Database (ORD), a public repository of structured organic reaction records. Task: describe an organic reaction: reactants, conditions, products, and yield The reactants are O=C([O-])C(O)C(O)C(=O)[O-], CC(C)C[Al+]CC(C)C, ClCCl, Cc1ccccc1, [H-], [K+], [Na+], COC(=O)C1CC(NS(=O)(=O)c2ccc(Cl)cc2)CN1Cc1cccnc1. Product: O=CC1CC(NS(=O)(=O)c2ccc(Cl)cc2)CN1Cc1cccnc1. RXN SMILES: [C:45]([CH:46]([CH:47]([C:48]([O-:49])=[O:50])[OH:51])[OH:52])([O-:53])=[O:54].[CH2:29]([Al+:30][CH2:31][CH:32]([CH3:33])[CH3:34])[CH:35]([CH3:36])[CH3:37].[CH2:57]([Cl:58])[Cl:59].[CH3:38][c:39]1[cH:40][cH:41][cH:42][cH:43][cH:44]1.[H-:28].[K+:55].[Na+:56].[n:1]1[cH:2][c:3]([CH2:7][N:8]2[CH:9]([C:24](=[O:25])[O:26][CH3:27])[CH2:10][CH:11]([NH:13][S:14](=[O:15])(=[O:16])[c:17]3[cH:18][cH:19][c:20]([Cl:23])[cH:21][cH:22]3)[CH2:12]2)[cH:4][cH:5][cH:6]1>>[n:1]1[cH:2][c:3]([CH2:7][N:8]2[CH:9]([CH:24]=[O:25])[CH2:10][CH:11]([NH:13][S:14](=[O:15])(=[O:16])[c:17]3[cH:18][cH:19][c:20]([Cl:23])[cH:21][cH:22]3)[CH2:12]2)[cH:4][cH:5][cH:6]1.